This data is from the Open Reaction Database (ORD), a public repository of structured organic reaction records. The task is: describe an organic reaction: reactants, conditions, products, and yield Starting materials: P(=O)(OC1=CC=CC=C1)(OC1=CC=CC=C1)Cl (Diphenyl chlorophosphate), O=C1C[C@H]2N(C1C(=O)OCC1=CC=C(C=C1)[N+](=O)[O-])C(C2)=O (p-nitrobenzyl 2-oxo-carbapenam-3-carboxylate), C(C)(C)N(CC)C(C)C (diisopropylethylamine), [N-]=[N+]=[N-].[K+] (potassium azide), 16-hexaoxacyclooctadecane. Reagents/catalysts: CN(C1=CC=NC=C1)C (4-dimethylaminopyridine). Run in C(C)#N (acetonitrile). Run at time 5 minute. The product is N(=[N+]=[N-])C=1C[C@H]2N(C1C(=O)OCC1=CC=C(C=C1)[N+](=O)[O-])C(C2)=O (p-nitrobenzyl 2-azido-carbapen-2-em-3-carboxylate). The yield is 19.2%. RXN SMILES: P(Cl)(OC1C=CC=CC=1)(OC1C=CC=CC=1)=O.O=[C:19]1[CH:23]([C:24]([O:26][CH2:27][C:28]2[CH:33]=[CH:32][C:31]([N+:34]([O-:36])=[O:35])=[CH:30][CH:29]=2)=[O:25])[N:22]2[C:37](=[O:39])[CH2:38][C@H:21]2[CH2:20]1.C(N(C(C)C)CC)(C)C.[N-:49]=[N+:50]=[N-:51].[K+]>CN(C)C1C=CN=CC=1.C(#N)C>[N:49]([C:19]1[CH2:20][C@@H:21]2[CH2:38][C:37](=[O:39])[N:22]2[C:23]=1[C:24]([O:26][CH2:27][C:28]1[CH:33]=[CH:32][C:31]([N+:34]([O-:36])=[O:35])=[CH:30][CH:29]=1)=[O:25])=[N+:50]=[N-:51] |f:3.4|. Procedure: Diphenyl chlorophosphate (10.9 microliter, 52.6 micromol) was added to a stirred, 0° C. solution of a p-nitrobenzyl 2-oxo-carbapenam-3-carboxylate (15.4 mg, 50.6 micromol), 4-dimethylaminopyridine (1.3 mg, 11 micromol), and diisopropylethylamine (10.4 microliter, 59.7 micromol) in anhydrous acetonitrile (500 microliter). After 5 min., potassium azide (12.6 mg, 155 micromol), and 1, 4, 7, 10, 13, 16-hexaoxacyclooctadecane (13.3 mg, 50.3 micromol) were added. After an additional 5 min. the mixture... The reactants are C1(=CC=CC=C1)C(C(=O)OCC)C(=O)OCC (Diethyl phenylmalonate), FC=1C=C2C(=NNC2=CC1)N (5-fluoro-1H-indazol-3-ylamine), C(CCC)N(CCCC)CCCC (tributyl amine), [OH-].[Na+] (sodium hydroxide). The solvent is O (water). Yields the product FC1=CC2=C3N(N=C2C=C1)C(=C(C(=N3)O)C3=CC=CC=C3)O (9-Fluoro-3-phenylpyrimido[1,2-b]indazole-2,4-diol). Isolated yield 78.8%. Reaction SMILES: [C:1]1([CH:7]([C:13]([O:15]CC)=O)[C:8]([O:10]CC)=O)[CH:6]=[CH:5][CH:4]=[CH:3][CH:2]=1.[F:18][C:19]1[CH:20]=[C:21]2[C:25](=[CH:26][CH:27]=1)[NH:24][N:23]=[C:22]2[NH2:28].C(N(CCCC)CCCC)CCC.[OH-].[Na+]>O>[F:18][C:19]1[CH:27]=[CH:26][C:25]2[C:21](=[C:22]3[N:28]=[C:8]([OH:10])[C:7]([C:1]4[CH:2]=[CH:3][CH:4]=[CH:5][CH:6]=4)=[C:13]([OH:15])[N:23]3[N:24]=2)[CH:20]=1 |f:3.4|. Reported procedure: 14.3 g (60.2 mmol) Diethyl phenylmalonate, 9.1 g (60.2 mol) 5-fluoro-1H-indazol-3-ylamine and 25.3 mL tributyl amine were heated for 15 h at 180° C. The reaction mixture was treated with 2M sodium hydroxide and water and extracted with tert-butyl methyl ether. The organic phase was discarded and the aqueous phase was acidified with conc. hydrochloric acid. The precipitate was collected by filtration and washed with water to obtain 14 g of the desired product which is 90% pure. MS (Cl, M+1): 296 Reactants: C(=C)CC(=O)O (vinylacetic acid), Cl.NC(CC(=O)OC)C1=CC=CC=C1 (methyl 3-amino-3-phenylpropionate hydrochloride), TEA. Solvent: C(Cl)Cl (DCM). Reaction conditions: temperature -10 celsius, time 15 hour. Yields the product C(CC=C)(=O)NC(CC(=O)OC)C1=CC=CC=C1 (Methyl 3-(3-Butenoyl)amino-3-phenylpropionate). Isolated yield 95.4%. RXN SMILES: [CH:1]([CH2:3][C:4](O)=[O:5])=[CH2:2].Cl.[NH2:8][CH:9]([C:15]1[CH:20]=[CH:19][CH:18]=[CH:17][CH:16]=1)[CH2:10][C:11]([O:13][CH3:14])=[O:12]>C(Cl)Cl>[C:4]([NH:8][CH:9]([C:15]1[CH:20]=[CH:19][CH:18]=[CH:17][CH:16]=1)[CH2:10][C:11]([O:13][CH3:14])=[O:12])(=[O:5])[CH2:3][CH:1]=[CH2:2] |f:1.2|. Procedure details: To a solution of vinylacetic acid (861 mg, 10.0 mmol), methyl 3-amino-3-phenylpropionate hydrochloride (2.37 g, 11.0 mmol) and TEA (1.6 mL, 12 mmol) in DCM (20 mL) at -10° C. was added DEC (2.11 g, 11.0 mmol). The resulting mixture was stirred at -10° C. for 15 hours. The mixture was then washed with water, 0.1M HCl, sat. NaHCO3, sat. NaCl and dried over anhydrous MgSO4. Concentration in vacuo followed by pumping until constant weight gave 2.36 g (95%) of the desired amide as a golden oil of sui... Reactants: CC(C)(C)OC(=O)NCc1cc(F)ccc1Nc1ccc2c(cnn2CC2CCC2)c1, Cl, C1COCCO1. Yields the product NCc1cc(F)ccc1Nc1ccc2c(cnn2CC2CCC2)c1. As a reaction SMILES: [C:1]([O:2][C:3](=[O:4])[NH:7][CH2:8][c:9]1[c:10]([NH:16][c:17]2[cH:18][c:19]3[cH:20][n:21][n:22]([CH2:26][CH:27]4[CH2:28][CH2:29][CH2:30]4)[c:23]3[cH:24][cH:25]2)[cH:11][cH:12][c:13]([F:15])[cH:14]1)([CH3:5])([CH3:6])[CH3:31].[ClH:32].[O:33]1[CH2:34][CH2:35][O:36][CH2:37][CH2:38]1>>[NH2:7][CH2:8][c:9]1[c:10]([NH:16][c:17]2[cH:18][c:19]3[cH:20][n:21][n:22]([CH2:26][CH:27]4[CH2:28][CH2:29][CH2:30]4)[c:23]3[cH:24][cH:25]2)[cH:11][cH:12][c:13]([F:15])[cH:14]1. Starting materials: C(C)(C)(C)N1C=C(C(C2=CC=C(N=C12)N1CCCC1)=O)C(=O)OCC (ethyl 1-tert-butyl-4-oxo-7-pyrrolidin-1-yl-1,4-dihydro-1,8-naphthyridine-3-carboxylate). Run in C(C)O (ethanol), Cl (HCl), C(C)OCC (diethyl ether). The product is O=C1C(=CNC2=NC(=CC=C12)N1CCCC1)C(=O)O (4-oxo-7-pyrrolidin-1-yl-1,4-dihydro-1,8-naphthyridine-3-carboxylic acid). RXN SMILES: C([N:5]1[C:14]2[C:9](=[CH:10][CH:11]=[C:12]([N:15]3[CH2:19][CH2:18][CH2:17][CH2:16]3)[N:13]=2)[C:8](=[O:20])[C:7]([C:21]([O:23]CC)=[O:22])=[CH:6]1)(C)(C)C>C(O)C.Cl.C(OCC)C>[O:20]=[C:8]1[C:9]2[C:14](=[N:13][C:12]([N:15]3[CH2:16][CH2:17][CH2:18][CH2:19]3)=[CH:11][CH:10]=2)[NH:5][CH:6]=[C:7]1[C:21]([OH:23])=[O:22]. Procedure details: A solution of Example 74A (63.2 mg) in ethanol (2.5 mL) and 6M HCl (2.5 mL) was heated in a sealed tube at 130° C. for 18 hours then cooled, diluted with diethyl ether, and filtered. NMR (300 MHz, DMSO-d6) δ 8.43 (s, 1H), 8.22 (m, 1H), 6.80 (m, 1H), 3.55 (m, 4H), 2.00 (m, 4H). Reactants: FC(C(F)(F)F)(OC1=C(C=CC=C1)[N+](=O)[O-])F (2-pentafluoroethoxy-nitrobenzene), [H][H] (hydrogen). The reagents and catalysts are [Ni] (Raney-nickel). The solvent is O1CCOCC1 (dioxane). The product is FC(C(F)(F)F)(OC1=C(N)C=CC=C1)F (2-pentafluoroethoxy-aniline). Yield: 85.3%. RXN SMILES: [F:1][C:2]([F:17])([O:7][C:8]1[CH:13]=[CH:12][CH:11]=[CH:10][C:9]=1[N+:14]([O-])=O)[C:3]([F:6])([F:5])[F:4].[H][H]>[Ni].O1CCOCC1>[F:1][C:2]([F:17])([O:7][C:8]1[CH:13]=[CH:12][CH:11]=[CH:10][C:9]=1[NH2:14])[C:3]([F:4])([F:6])[F:5]. Procedure details: A mixture of 27.2 g of crude 2-pentafluoroethoxy-nitrobenzene, 2.6 g of Raney-nickel catalyst and 250 ml of dioxane is agitated in a hydrogen atmosphere for 24 hours at a temperature of 20°-25° C. The hydrogen consumption is 6.54 liters. After filtering off the catalyst, the solution is evaporated to dryness, yielding 20.5 g of 2-pentafluoroethoxy-aniline in form of a yellowish oil. Reactants: ClCCl, C[Si](C)(C)C#N, O=C(Cl)c1ccccc1F, Cl[Sn](Cl)(Cl)Cl. Product: N#CC(=O)c1ccccc1F. RXN SMILES: [CH2:22]([Cl:23])[Cl:24].[CH3:11][Si:12]([CH3:13])([CH3:14])[C:15]#[N:16].[F:1][c:2]1[c:3]([C:4](=[O:5])[Cl:6])[cH:7][cH:8][cH:9][cH:10]1.[Sn:17]([Cl:18])([Cl:19])([Cl:20])[Cl:21]>>[F:1][c:2]1[c:3]([C:4](=[O:5])[C:15]#[N:16])[cH:7][cH:8][cH:9][cH:10]1. Reactants: C1(=CC=CC=C1)P(C1=CC=CC=C1)C1=CC=CC=C1 (triphenylphosphine), OCC1=CC(=C(S1)C#N)C (5-hydroxymethyl-3-methylthiophene-2-carbonitrile), BrC(Br)(Br)Br (tetrabromomethane). Solvent: O1CCCC1 (tetrahydrofuran), O1CCCC1 (tetrahydrofuran). Conditions: time 90 minute. Yields the product BrCC1=CC(=C(S1)C#N)C (5-Bromomethyl-3-methylthiophene-2-carbonitrile). As a reaction SMILES: C1(P(C2C=CC=CC=2)C2C=CC=CC=2)C=CC=CC=1.O[CH2:21][C:22]1[S:26][C:25]([C:27]#[N:28])=[C:24]([CH3:29])[CH:23]=1.[Br:30]C(Br)(Br)Br>O1CCCC1>[Br:30][CH2:21][C:22]1[S:26][C:25]([C:27]#[N:28])=[C:24]([CH3:29])[CH:23]=1. Reported procedure: 44 g (167 mmol) of triphenylphosphine were added to a solution of 24 g (152 mmol) of 5-hydroxymethyl-3-methylthiophene-2-carbonitrile in 180 ml of tetrahydrofuran. Then, a solution of 55 g (167 mmol) of tetrabromomethane in 100 ml of tetrahydrofuran was added. The mixture was stirred for 90 minutes at room temperature. The reaction mixture was concentrated on a rotary evaporator under a water pump vacuum, and the residue was purified by column chromatography (eluant hexane:ethyl acetate 8:2). Th...